This data is from the Open Reaction Database (ORD), a public repository of structured organic reaction records. The task is: describe an organic reaction: reactants, conditions, products, and yield The reactants are C/C=C(\C)/C(=O)O[C@H]1C[C@H]([C@]2(CO[C@@H]3[C@@H]2[C@]14CO[C@@]([C@H]4[C@]([C@@H]3O)(C)[C@@]56[C@H]7C[C@@H]([C@@]5(O6)C)[C@]8(C=CO[C@H]8O7)O)(C(=O)OC)O)C(=O)OC)OC(=O)C (azadirachtin A), C/C=C(\C)/C(=O)O[C@H]1C[C@H]([C@]2(CO[C@@H]3[C@@H]2[C@]14CO[C@@]([C@H]4[C@]([C@@H]3O)(C)[C@@]56[C@H]7C[C@@H]([C@@]5(O6)C)[C@]8(C=CO[C@H]8O7)O)(C(=O)OC)O)C(=O)OC)OC(=O)C (azadirachtin A), C/C=C(\C)/C(=O)O[C@H]1C[C@H]([C@]2(CO[C@@H]3[C@@H]2[C@]14CO[C@@]([C@H]4[C@]([C@@H]3O)(C)[C@@]56[C@H]7C[C@@H]([C@@]5(O6)C)[C@]8(C=CO[C@H]8O7)O)(C(=O)OC)O)C(=O)OC)OC(=O)C (azadirachtin A), CO (methanol), C[O-].[Na+] (sodium methylate), C(C)(=O)O (acetic acid). The solvent is O (water). The product is C/C=C(\C)/C(=O)O[C@H]1C[C@H]([C@]2(CO[C@@H]3[C@@H]2[C@]14CO[C@@]([C@H]4[C@]([C@@H]3O)(C)[C@@]56[C@@H]7C[C@H]([C@@]5(O6)C)[C@]8(C=CO[C@H]8O7)O)(C(=O)OC)O)C(=O)OC)O (3-deacetylazadirachtin). As a reaction SMILES: [CH3:1]/[CH:2]=[C:3](/[C:5]([O:7][C@@H:8]1[C@:16]23[C@H:20]([C@@:21]([C@:25]45[O:30][C@@:29]4([CH3:31])[C@H:28]4[C@:32]6([OH:38])[C@H:36]([O:37][C@@H:26]5[CH2:27]4)[O:35][CH:34]=[CH:33]6)([CH3:24])[C@H:22]([OH:23])[C@H:14]4[C@H:15]2[C@:11]([C:44]([O:46][CH3:47])=[O:45])([CH2:12][O:13]4)[C@H:10]([O:48]C(C)=O)[CH2:9]1)[C@@:19]([OH:43])([C:39]([O:41][CH3:42])=[O:40])[O:18][CH2:17]3)=[O:6])\[CH3:4].CO.C[O-].[Na+].C(O)(=O)C>O>[CH3:1]/[CH:2]=[C:3](/[C:5]([O:7][C@@H:8]1[C@:16]23[C@H:20]([C@@:21]([C@:25]45[O:30][C@@:29]4([CH3:31])[C@@H:28]4[C@:32]6([OH:38])[C@H:36]([O:37][C@H:26]5[CH2:27]4)[O:35][CH:34]=[CH:33]6)([CH3:24])[C@H:22]([OH:23])[C@H:14]4[C@H:15]2[C@:11]([C:44]([O:46][CH3:47])=[O:45])([CH2:12][O:13]4)[C@H:10]([OH:48])[CH2:9]1)[C@@:19]([OH:43])([C:39]([O:41][CH3:42])=[O:40])[O:18][CH2:17]3)=[O:6])\[CH3:4] |f:2.3|. Reported procedure: 15.8 mg. azadirachtin A (2.2×10-5 mole) were dissolved in 100 μl. methanol. To this solution were added three times 100 μl. amounts of a methanolic solution of sodium methylate (0.6 g. sodium in 50 ml. methanol). After each addition of 100 μl. methylate solution, there was a pause of 2 minutes and then a testing with HPLC whether azadirachtin A was still present. After the disappearance of azadirachtin A, the reaction mixture was neutralised with acetic acid, diluted with water and extracted wit... Starting materials: C[C@@H]1CN(CCN1)C1=CC=C(C=C1)CCC ((3R)-3-methyl-1-(4-propylphenyl)piperazine), BrC1=CC2=CC=C(C=C2C=C1)OC (2-bromo-6-methoxynaphthalene). The product is COC=1C=C2C=CC(=CC2=CC1)N1C[C@H](NCC1)C ((3R)-1-(6-methoxy-2-naphthyl)-3-methylpiperazine), solid. The yield is 43.0%. RXN SMILES: [CH3:1][C@H:2]1[NH:7][CH2:6][CH2:5][N:4](C2C=CC(CCC)=CC=2)[CH2:3]1.Br[C:18]1[CH:27]=[CH:26][C:25]2[C:20](=[CH:21][CH:22]=[C:23]([O:28][CH3:29])[CH:24]=2)[CH:19]=1>>[CH3:29][O:28][C:23]1[CH:24]=[C:25]2[C:20](=[CH:21][CH:22]=1)[CH:19]=[C:18]([N:4]1[CH2:5][CH2:6][NH:7][C@H:2]([CH3:1])[CH2:3]1)[CH:27]=[CH:26]2. Procedure: The title compound was prepared following the procedure of Intermediate 17, but starting from 2-bromo-6-methoxynaphthalene. Purification by chromatography (DCM/MeOH 80/20) afforded the title compound as an off white solid (43%). HPLC (Condition A), Rt: 2.2 min (HPLC purity: 98.4%). M+(ESI): 257.2 Reactants: ice water, ClC1=C(C=NC2=CC(=C(C=C12)OCC)OCC)C#N (4-chloro-6,7-diethoxy-quinoline-3-carbonitrile), NC1=CC=C2C=CNC2=C1 (6-Aminoindole), C([O-])([O-])=O.[Na+].[Na+] (sodium carbonate). Run in COCCO (2-methoxyethanol). Reaction conditions: temperature 100 celsius. Yields the product C(C)OC=1C=C2C(=C(C=NC2=CC1OCC)C#N)NC1=CC=C2C=CNC2=C1 (6,7-Diethoxy-4-(1H-indol-6-ylamino)-quinoline-3-carbonitrile). Yield: 54.9%. Reaction SMILES: Cl[C:2]1[C:11]2[C:6](=[CH:7][C:8]([O:15][CH2:16][CH3:17])=[C:9]([O:12][CH2:13][CH3:14])[CH:10]=2)[N:5]=[CH:4][C:3]=1[C:18]#[N:19].[NH2:20][C:21]1[CH:29]=[C:28]2[C:24]([CH:25]=[CH:26][NH:27]2)=[CH:23][CH:22]=1.C(=O)([O-])[O-].[Na+].[Na+]>COCCO>[CH2:13]([O:12][C:9]1[CH:10]=[C:11]2[C:6](=[CH:7][C:8]=1[O:15][CH2:16][CH3:17])[N:5]=[CH:4][C:3]([C:18]#[N:19])=[C:2]2[NH:20][C:21]1[CH:29]=[C:28]2[C:24]([CH:25]=[CH:26][NH:27]2)=[CH:23][CH:22]=1)[CH3:14] |f:2.3.4|. Procedure details: A solution of 964 mg (3.50 mM) of 4-chloro-6,7-diethoxy-quinoline-3-carbonitrile and 830 mg (6.29 mM) of 6-Aminoindole in 5 ml of 2-methoxyethanol was refluxed for 3 hours. To the warm solution was added 1 ml of 1M sodium carbonate and the sample was heated for 5 minutes at 100° C., then poured into 300 ml of ice water. The solid was collected, washed with water followed by ether and dried under vacuum at 80° C. to yield 712 mg of 6,7-Diethoxy-4-(1H-indol-6-ylamino)-quinoline-3-carbonitrile as a... Reactants: FC=1C2=C(SC1C(=O)O)CSC2 (3-Fluoro-4,6-dihydrothieno[3,4-b]thiophene-2-carboxylic acid), Cu, Cl (HCl). The solvent is N1C(C=CC2=CC=CC=C12)=O (quinolone). Conditions: temperature 220 celsius. The product is FC=1C2=C(SC1)CSC2 (3-fluoro-4,6-dihydrothieno[3,4-b]thiophene). Isolated yield 90.0%. As a reaction SMILES: [F:1][C:2]1[C:3]2[CH2:12][S:11][CH2:10][C:4]=2[S:5][C:6]=1C(O)=O.Cl>N1C2C(=CC=CC=2)C=CC1=O>[F:1][C:2]1[C:3]2[CH2:12][S:11][CH2:10][C:4]=2[S:5][CH:6]=1. Procedure: 500 mg compound 6 from the previous step was mixed with 100 mg Cu powder and 20 ml quinolone. The mixture was heated at about 220° C. for about 2 hours. After cooling to about room temperature, the mixture was poured into 6 M HCl and extracted by ether 3 times. Compound 7 was dried by anhydrous Na2SO4. The yield was about 90%. The reactants are C(C1=CC=CC=C1)NC(=O)C1=C(OC=C1)NC(CCC)=O (N-benzyl-2-(butyrylamino)-3-furamide), [OH-].[Na+] (sodium hydroxide). The solvent is C(CO)O (ethylene glycol). Run at temperature 130 celsius. The product is C(C1=CC=CC=C1)N1C(=NC2=C(C1=O)C=CO2)CCC (3-benzyl-2-propylfuro[2,3-d]pyrimidin-4(3H)-one). RXN SMILES: [CH2:1]([NH:8][C:9]([C:11]1[CH:15]=[CH:14][O:13][C:12]=1[NH:16][C:17](=O)[CH2:18][CH2:19][CH3:20])=[O:10])[C:2]1[CH:7]=[CH:6][CH:5]=[CH:4][CH:3]=1.[OH-].[Na+]>C(O)CO>[CH2:1]([N:8]1[C:9](=[O:10])[C:11]2[CH:15]=[CH:14][O:13][C:12]=2[N:16]=[C:17]1[CH2:18][CH2:19][CH3:20])[C:2]1[CH:7]=[CH:6][CH:5]=[CH:4][CH:3]=1 |f:1.2|. Procedure: A mixture of N-benzyl-2-(butyrylamino)-3-furamide (1-2, 1 equiv) and sodium hydroxide (0.1 equiv) in ethylene glycol is heated at 130° C. for 5 h. The reaction mixture is allowed to cool, then partitioned between a half-saturated aqueous sodium chloride solution and ethyl acetate. The combined organic layers are dried over sodium sulfate and concentrated. The residue is purified by flash column (hexanes initially, grading to 100% ethyl acetate) to provide 3-benzyl-2-propylfuro[2,3-d]pyrimidin-4(...